Dataset: the Open Reaction Database (ORD), a public repository of structured organic reaction records. Task: describe an organic reaction: reactants, conditions, products, and yield The reactants are C[Si](C)(C)C#C (trimethylsilylacetylene), C(CCC)[Li] (n-butyllithium), [Cl-].[NH4+] (ammonium chloride), OC1=CC=C(C=O)C=C1 (4-hydroxybenzaldehyde). Solvent: C1CCOC1 (THF), O (water), C1CCOC1 (THF). Run at temperature -78 celsius, time 30 minute. Yields the product OC(C#C)C1=CC=C(C=C1)O (3-hydroxy-3-(4-hydroxyphenyl)-1-propyne). Reaction SMILES: C[Si]([C:5]#[CH:6])(C)C.C([Li])CCC.[OH:12][C:13]1[CH:20]=[CH:19][C:16]([CH:17]=[O:18])=[CH:15][CH:14]=1.[Cl-].[NH4+]>C1COCC1.O>[OH:18][CH:17]([C:16]1[CH:19]=[CH:20][C:13]([OH:12])=[CH:14][CH:15]=1)[C:5]#[CH:6] |f:3.4|. Procedure details: To a solution of trimethylsilylacetylene (1.00 g, 10 mmol) (Aldrich) in dry THF (100 mL) under argon at −78° C. was added n-butyllithium (4.4 mL, 11 mmol, 2.5 M solution in hexanes) (Aldrich) dropwise. The reaction was stirred for 30 min at −78° C., after which time 4-hydroxybenzaldehyde (0.50 g, 4 mmol) (Aldrich) was added and the reaction was allowed to slowly warm to room temperature. A saturated solution of ammonium chloride (5 mL) was then added and the reaction was stirred at room temperat...